This data is from the Open Reaction Database (ORD), a public repository of structured organic reaction records. The task is: describe an organic reaction: reactants, conditions, products, and yield Conditions: time 5 minute. Run in CCOC(=O)C (EtOAc). Yields the product C(C)OC1=CC(=CC2=C(C=CC=C12)OC)CO ((4-ethoxy-8-methoxynaphthalen-2-yl)methanol). As a reaction SMILES: [CH2:1]([O:3][C:4]1[C:13]2[C:8](=[C:9]([O:14][CH3:15])[CH:10]=[CH:11][CH:12]=2)[CH:7]=[C:6]([C:16](OCC)=[O:17])[CH:5]=1)[CH3:2].CCOCC.CC(C[AlH]CC(C)C)C>CCOC(C)=O>[CH2:1]([O:3][C:4]1[C:13]2[C:8](=[C:9]([O:14][CH3:15])[CH:10]=[CH:11][CH:12]=2)[CH:7]=[C:6]([CH2:16][OH:17])[CH:5]=1)[CH3:2]. Yield: 84.9%. Starting materials: C(C)OC1=CC(=CC2=C(C=CC=C12)OC)C(=O)OCC (ethyl 4-ethoxy-8-methoxynaphthalene-2-carboxylate), CCOCC (ether), CC(C)C[AlH]CC(C)C (DIBAL). Procedure details: To a nitrogen flushed 100 mL round bottom flask were added ethyl 4-ethoxy-8-methoxynaphthalene-2-carboxylate (0.19 g, 0.69 mmol) and dry ether (10 mL). DIBAL (1.7 mL, 1 M in toluene) was added. The reaction mixture was stirred at room temperature for 5 minutes and was then diluted with EtOAc (20 mL). Wet silica gel (10 g silica gel/0.5 mL water) was added. The resulting mixture was stirred for 10 minutes and then filtered and the filtrate was concentrated. The crude product was purified on a sil... Reactants: OC(c1ccc(F)c(Br)c1)c1ccc(F)cc1OC(F)(F)C(F)F, ClCCl, O=[Mn]=O. The product is O=C(c1ccc(F)c(Br)c1)c1ccc(F)cc1OC(F)(F)C(F)F. As a reaction SMILES: [Br:1][c:2]1[cH:3][c:4]([CH:9]([OH:10])[c:11]2[c:12]([O:18][C:19]([CH:20]([F:21])[F:22])([F:23])[F:24])[cH:13][c:14]([F:17])[cH:15][cH:16]2)[cH:5][cH:6][c:7]1[F:8].[Cl:25][CH2:26][Cl:27].[O:28]=[Mn:29]=[O:30]>>[Br:1][c:2]1[cH:3][c:4]([C:9](=[O:10])[c:11]2[c:12]([O:18][C:19]([CH:20]([F:21])[F:22])([F:23])[F:24])[cH:13][c:14]([F:17])[cH:15][cH:16]2)[cH:5][cH:6][c:7]1[F:8]. The reactants are COC1=NC=C(C=C1)C(F)(F)F (2-methoxy 5-(trifluoromethyl) pyridine), C1CC(=O)N(C1=O)Br (NBS). The solvent is C(C)#N (acetonitrile). Reaction conditions: time 8 hour. Yields the product BrC=1C(=NC=C(C1)C(F)(F)F)OC (3-bromo-2-methoxy-5-(trifluoromethyl)pyridine). Isolated yield 34.6%. As a reaction SMILES: [CH3:1][O:2][C:3]1[CH:8]=[CH:7][C:6]([C:9]([F:12])([F:11])[F:10])=[CH:5][N:4]=1.C1C(=O)N([Br:20])C(=O)C1>C(#N)C>[Br:20][C:8]1[C:3]([O:2][CH3:1])=[N:4][CH:5]=[C:6]([C:9]([F:12])([F:10])[F:11])[CH:7]=1. Procedure details: To a stirred solution of 2-methoxy 5-(trifluoromethyl) pyridine (4 g, 22.58 mmol) was dissolved in acetonitrile (50 ml) was added NBS (6 g, 33.87 mmol) portion wise at 0° C. The reaction mixture was stirred for overnight at RT. The solvent was removed under vacuum, quenched with water (100 mL) and extracted with ethyl acetate. The combined organic layer was washed with water, brine, dried over sodium sulfate, and concentrated at reduced pressure to yield 3-bromo-2-methoxy-5-(trifluoromethyl)pyri...